This data is from the Open Reaction Database (ORD), a public repository of structured organic reaction records. The task is: describe an organic reaction: reactants, conditions, products, and yield Starting materials: C(CC1=CC=CC=C1)NC(C(C(=O)NCCC1=CC=CC=C1)NC([C@H](CCCCN1C(C=2C(C1=O)=CC=CC2)=O)Br)=O)=O (N,N′-diphenethyl-2-((S)-2-bromo-6-phthalimidohexanoylamino)malonamide), COC1=CC=C(CS)C=C1 (4-methyoxybenzylmercaptan), C([O-])([O-])=O.[Cs+].[Cs+] (cesium carbonate). Reagents/catalysts: [I-].C(CCC)[N+](CCCC)(CCCC)CCCC (tetrabutylammonium iodide). The solvent is CN(C=O)C (dimethylformamide). Run at time 15 hour. Product: C(CC1=CC=CC=C1)NC(C(C(=O)NCCC1=CC=CC=C1)NC([C@H](CCCCN1C(C=2C(C1=O)=CC=CC2)=O)SCC2=CC=C(C=C2)OC)=O)=O (N,N′-diphenethyl-2-((S)-2-(p-methoxybenzylmercapto)-6-phthalimidohexanoylamino)malonamide). Reaction SMILES: [CH2:1]([NH:9][C:10](=[O:43])[CH:11]([NH:23][C:24](=[O:42])[C@@H:25](Br)[CH2:26][CH2:27][CH2:28][CH2:29][N:30]1[C:34](=[O:35])[C:33]2=[CH:36][CH:37]=[CH:38][CH:39]=[C:32]2[C:31]1=[O:40])[C:12]([NH:14][CH2:15][CH2:16][C:17]1[CH:22]=[CH:21][CH:20]=[CH:19][CH:18]=1)=[O:13])[CH2:2][C:3]1[CH:8]=[CH:7][CH:6]=[CH:5][CH:4]=1.[CH3:44][O:45][C:46]1[CH:53]=[CH:52][C:49]([CH2:50][SH:51])=[CH:48][CH:47]=1.C(=O)([O-])[O-].[Cs+].[Cs+]>[I-].C([N+](CCCC)(CCCC)CCCC)CCC.CN(C)C=O>[CH2:1]([NH:9][C:10](=[O:43])[CH:11]([NH:23][C:24](=[O:42])[C@@H:25]([S:51][CH2:50][C:49]1[CH:52]=[CH:53][C:46]([O:45][CH3:44])=[CH:47][CH:48]=1)[CH2:26][CH2:27][CH2:28][CH2:29][N:30]1[C:34](=[O:35])[C:33]2=[CH:36][CH:37]=[CH:38][CH:39]=[C:32]2[C:31]1=[O:40])[C:12]([NH:14][CH2:15][CH2:16][C:17]1[CH:22]=[CH:21][CH:20]=[CH:19][CH:18]=1)=[O:13])[CH2:2][C:3]1[CH:8]=[CH:7][CH:6]=[CH:5][CH:4]=1 |f:2.3.4,5.6|. Procedure details: Combine N,N′-diphenethyl-2-((S)-2-bromo-6-phthalimidohexanoylamino)malonamide (10 mmol), 4-methyoxybenzylmercaptan (3.48 mL, 25 mmol), and tetrabutylammonium iodide (about 50 mg) in dimethylformamide (10 mL). Degas by repeatedly applying vacuum and filling the vessel with nitrogen. Add cesium carbonate (4.10 g, 12.5 mmol). After 15 hours, partition the reaction mixture between water and methyl t-butyl ether, saturate the aqueous layer with sodium chloride. Extract the aqueous layer with brine, d... Starting materials: COC(=O)C1Cc2ccc([N+](=O)[O-])cc2N1C(=O)c1cc(OC)c(OCc2ccccc2)cc1[N+](=O)[O-], CC(C)=O, CC(C)C[AlH]CC(C)C, CO, Cc1ccccc1, CCOC(C)=O, ClCCl, Cl. The product is COc1cc(C(=O)N2c3cc([N+](=O)[O-])ccc3CC2C=O)c([N+](=O)[O-])cc1OCc1ccccc1. Reaction SMILES: [CH2:1]([c:2]1[cH:3][cH:4][cH:5][cH:6][cH:7]1)[O:8][c:9]1[cH:10][c:11]([N+:35](=[O:36])[O-:37])[c:12]([C:13](=[O:14])[N:15]2[CH:16]([C:27](=[O:28])[O:29][CH3:30])[CH2:17][c:18]3[cH:19][cH:20][c:21]([N+:24](=[O:25])[O-:26])[cH:22][c:23]32)[cH:31][c:32]1[O:33][CH3:34].[CH3:38][C:39](=[O:40])[CH3:41].[CH3:42][CH:43]([CH2:44][AlH:45][CH2:46][CH:47]([CH3:48])[CH3:49])[CH3:50].[CH3:51][OH:52].[CH3:56][c:57]1[cH:58][cH:59][cH:60][cH:61][cH:62]1.[CH3:64][CH2:65][O:66][C:67](=[O:68])[CH3:69].[Cl:53][CH2:54][Cl:55].[ClH:63]>>[CH2:1]([c:2]1[cH:3][cH:4][cH:5][cH:6][cH:7]1)[O:8][c:9]1[cH:10][c:11]([N+:35](=[O:36])[O-:37])[c:12]([C:13](=[O:14])[N:15]2[CH:16]([CH:27]=[O:28])[CH2:17][c:18]3[cH:19][cH:20][c:21]([N+:24](=[O:25])[O-:26])[cH:22][c:23]32)[cH:31][c:32]1[O:33][CH3:34]. Starting materials: ClC1=CC=C(C=C1)C1(CCCC1)CO ([1-(4-chlorophenyl)-cyclopentyl]-methanol), crude product, C1(=CC=CC=C1)C1(CCCC1)COS(=O)(=O)C (methanesulfonic acid 1-phenyl-cyclopentylmethyl ester). Yields the product ClC1=CC=C(C=C1)C1(CCCC1)COS(=O)(=O)C (Methanesulfonic acid 1-(4-chlorophenyl)-cyclopentylmethyl ester). Isolated yield 93.1%. RXN SMILES: [Cl:1][C:2]1[CH:7]=[CH:6][C:5]([C:8]2([CH2:13][OH:14])[CH2:12][CH2:11][CH2:10][CH2:9]2)=[CH:4][CH:3]=1.C1(C2(C[O:27][S:28]([CH3:31])(=O)=[O:29])CCCC2)C=CC=CC=1>>[Cl:1][C:2]1[CH:3]=[CH:4][C:5]([C:8]2([CH2:13][O:14][S:28]([CH3:31])(=[O:29])=[O:27])[CH2:12][CH2:11][CH2:10][CH2:9]2)=[CH:6][CH:7]=1. Procedure: Methanesulfonic acid 1-(4-chlorophenyl)-cyclopentylmethyl ester (24-02) (32 g, 93.08%) was synthesized from [1-(4-chlorophenyl)-cyclopentyl]-methanol (23-02) (25 g, 119.04 mmol) as a crude product as a yellow liquid following the procedure as described for methanesulfonic acid 1-phenyl-cyclopentylmethyl ester (24-01). Starting materials: BrBr (bromine), 33.3, C(C)(=O)N1CCC(CC1)CNC(=S)NC1=CC2=C(OCO2)C=C1 (N-[(1-acetyl-4-piperidinyl)methyl]-N'-(1,3-benzodioxol-5-yl)thiourea), Br (hydrobromic acid). Run in O (water), O (water). Conditions: time 8 hour. Yields the product 26.5, Br.Br.N1CCC(CC1)CNC=1SC2=C(N1)C=C1C(=C2)OCO1 (N-(4-piperidinylmethyl)-1,3-dioxolo[4,5-f]benzothiazol-6-amine dihydrobromide). Isolated yield 58.4%. As a reaction SMILES: C([N:4]1[CH2:9][CH2:8][CH:7]([CH2:10][NH:11][C:12]([NH:14][C:15]2[CH:23]=[CH:22][C:18]3[O:19][CH2:20][O:21][C:17]=3[CH:16]=2)=[S:13])[CH2:6][CH2:5]1)(=O)C.[BrH:24].BrBr>O>[BrH:24].[BrH:24].[NH:4]1[CH2:9][CH2:8][CH:7]([CH2:10][NH:11][C:12]2[S:13][C:23]3[CH:22]=[C:18]4[O:19][CH2:20][O:21][C:17]4=[CH:16][C:15]=3[N:14]=2)[CH2:6][CH2:5]1 |f:4.5.6|. Procedure: A mixture of 33.3 parts of N-[(1-acetyl-4-piperidinyl)methyl]-N'-(1,3-benzodioxol-5-yl)thiourea, 112.5 parts of a hydrobromic acid solution 48% in water and 75 parts of water was stirred till all solid entered the solution. Then there were added 16 parts of bromine and stirring was continued overnight at reflux. After cooling, the product was filtered off, washed with ethanol and dried, yielding 26.5 parts (58.4%) of N-(4-piperidinylmethyl)-1,3-dioxolo[4,5-f]benzothiazol-6-amine dihydrobromide; ... Reactants: C(CCCCC)C1=CC=C(C=C1)C=1SC(=CN1)C1=CC=C(C=C1)O (4-{2-(4-hexylphenyl)thiazole-5-yl}phenol), C1(=CC=CC=C1)CCCC(=O)O (4-phenylbutanoic acid), C1(CCCCC1)N=C=NC1CCCCC1 (DCC), 4-(N-pyrrolidino)pyridine. The solvent is ClCCl (dichloromethane). Reaction conditions: time 8 hour. Yields the product C1(=CC=CC=C1)CCCC(=O)OC1=CC=C(C=C1)C1=CN=C(S1)C1=CC=C(C=C1)CCCCCC (4-{2-(4-hexylphenyl)thiazole-5-yl}phenyl 4-phenyl-1-butanoate). Yield: 26.9%. Reaction SMILES: [CH2:1]([C:7]1[CH:12]=[CH:11][C:10]([C:13]2[S:14][C:15]([C:18]3[CH:23]=[CH:22][C:21]([OH:24])=[CH:20][CH:19]=3)=[CH:16][N:17]=2)=[CH:9][CH:8]=1)[CH2:2][CH2:3][CH2:4][CH2:5][CH3:6].[C:25]1([CH2:31][CH2:32][CH2:33][C:34](O)=[O:35])[CH:30]=[CH:29][CH:28]=[CH:27][CH:26]=1.C1(N=C=NC2CCCCC2)CCCCC1>ClCCl>[C:25]1([CH2:31][CH2:32][CH2:33][C:34]([O:24][C:21]2[CH:20]=[CH:19][C:18]([C:15]3[S:14][C:13]([C:10]4[CH:9]=[CH:8][C:7]([CH2:1][CH2:2][CH2:3][CH2:4][CH2:5][CH3:6])=[CH:12][CH:11]=4)=[N:17][CH:16]=3)=[CH:23][CH:22]=2)=[O:35])[CH:30]=[CH:29][CH:28]=[CH:27][CH:26]=1. Procedure details: 0.675 g of 4-{2-(4-hexylphenyl)thiazole-5-yl}phenol, 0.328 g of 4-phenylbutanoic acid, 0.41 g of DCC (1,3-dicyclohexylcarbodiimide) and 40 mg of 4-(N-pyrrolidino)pyridine were dissolved in 40 ml of dichloromethane, followed by stirring overnight. After the reaction, the reaction mixture was subjected to filtration to remove an insoluble matter, followed by distilling-off of the solvent and purification by silica gel column chromatography to obtain 0.260 g of an objective product (Yield: 26.9%). The reactants are O=c1c(Cl)c(Cl)cnn1Cc1ccccc1, CCO, [K+], [OH-], O. The product is O=c1c(Cl)c(O)cnn1Cc1ccccc1. As a reaction SMILES: [CH2:1]([c:2]1[cH:3][cH:4][cH:5][cH:6][cH:7]1)[n:8]1[n:9][cH:10][c:11]([Cl:16])[c:12]([Cl:15])[c:13]1=[O:14].[CH3:19][CH2:20][OH:21].[K+:18].[OH-:17].[OH2:22]>>[CH2:1]([c:2]1[cH:3][cH:4][cH:5][cH:6][cH:7]1)[n:8]1[n:9][cH:10][c:11]([OH:21])[c:12]([Cl:15])[c:13]1=[O:14]. Starting materials: ClC1=C2C=C(NC2=CC=C1F)C(=O)OCC (ethyl 4-chloro-5-fluoroindole-2-carboxylate), [OH-].[Na+] (sodium hydroxide). Solvent: C(C)O (ethanol). Reaction conditions: time 3 hour. Yields the product ClC1=C2C=C(NC2=CC=C1F)C(=O)O (4-chloro-5-fluoroindole-2-carboxylic acid). The yield is 95.2%. Reaction SMILES: [Cl:1][C:2]1[C:10]([F:11])=[CH:9][CH:8]=[C:7]2[C:3]=1[CH:4]=[C:5]([C:12]([O:14]CC)=[O:13])[NH:6]2.[OH-].[Na+]>C(O)C>[Cl:1][C:2]1[C:10]([F:11])=[CH:9][CH:8]=[C:7]2[C:3]=1[CH:4]=[C:5]([C:12]([OH:14])=[O:13])[NH:6]2 |f:1.2|. Reported procedure: A suspension of 6.3 g of ethyl 4-chloro-5-fluoroindole-2-carboxylate in 260 ml of ethanol was treated with 130 ml of 2N sodium hydroxide solution and stirred for 3 hours. Ethanol was evaporated and the reaction solution was adjusted to pH 1 with 25% hydrochloric acid. The precipitate was washed with water and dried. There were obtained 5.3 g (96%) of crude 4-chloro-5-fluoroindole-2-carboxylic acid which was used in the next step without further purification. Reactants: O.[OH-].[Li+] (lithium hydroxide, monohydrate), Cl (HCl), BrBr (Bromine), C1(CCC1)C1=CC(=NC(=N1)C(F)(F)F)C(=O)OCC (Ethyl 6-cyclobutyl-2-(trifluoromethyl)pyrimidine-4-carboxylate). Run in O (water), O (water), C(C)(=O)O (acetic acid). Run at temperature 80 celsius, time 20 minute. Product: BrC1(CCC1)C1=CC(=NC(=N1)C(F)(F)F)C(=O)O (6-(1-Bromocyclobutyl)-2-(trifluoromethyl)pyrimidine-4-carboxylic acid). RXN SMILES: [Br:1]Br.[CH:3]1([C:7]2[N:12]=[C:11]([C:13]([F:16])([F:15])[F:14])[N:10]=[C:9]([C:17]([O:19]CC)=[O:18])[CH:8]=2)[CH2:6][CH2:5][CH2:4]1.O.[OH-].[Li+].Cl>C(O)(=O)C.O>[Br:1][C:3]1([C:7]2[N:12]=[C:11]([C:13]([F:16])([F:15])[F:14])[N:10]=[C:9]([C:17]([OH:19])=[O:18])[CH:8]=2)[CH2:6][CH2:5][CH2:4]1 |f:2.3.4|. Procedure: Bromine (0.13 mL, 2.6 mmol) was added to a solution of ethyl 6-cyclobutyl-2-(trifluoromethyl)pyrimidine-4-carboxylate (0.65 g, 2.4 mmol, from Step B) in acetic acid (2.0 mL) and the reaction was heated to 80° C. for one hour. The mixture was concentrated and the resulting oil was dissolved in THF (8.0 mL) and cooled to 0° C. A solution of lithium hydroxide, monohydrate (0.20 g, 4.7 mmol) in water (2.0 mL) was added. After stirring for 20 minutes, 1N HCl was added to achieve pH 4. Additional wate...